This data is from the Open Reaction Database (ORD), a public repository of structured organic reaction records. The task is: describe an organic reaction: reactants, conditions, products, and yield Reactants: COC1=CC=C2C=CC(NC2=C1)=O (7-methoxy-2(1H)-quinolinone), C(C)(C)(C)OC(=O)N1CC(CC1)COS(=O)(=O)C (3-[[(methylsulfonyl)oxy]methyl]-1-pyrrolidinecarboxylic acid tert-butyl ester). Yields the product C(C)(C)(C)OC(=O)N1C[C@@H](CC1)CN1C(C=CC2=CC=C(C=C12)OC)=O ((S)-3-(7-methoxy-2-oxo-2H-quinolin-1-ylmethyl)-pyrrolidine-1-carboxylic acid tert-butyl ester). Isolated yield 23.0%. RXN SMILES: [CH3:1][O:2][C:3]1[CH:12]=[C:11]2[C:6]([CH:7]=[CH:8][C:9](=[O:13])[NH:10]2)=[CH:5][CH:4]=1.[C:14]([O:18][C:19]([N:21]1[CH2:25][CH2:24][CH:23]([CH2:26]OS(C)(=O)=O)[CH2:22]1)=[O:20])([CH3:17])([CH3:16])[CH3:15]>>[C:14]([O:18][C:19]([N:21]1[CH2:25][CH2:24][C@@H:23]([CH2:26][N:10]2[C:11]3[C:6](=[CH:5][CH:4]=[C:3]([O:2][CH3:1])[CH:12]=3)[CH:7]=[CH:8][C:9]2=[O:13])[CH2:22]1)=[O:20])([CH3:17])([CH3:15])[CH3:16]. Reported procedure: Using the procedure of Example 2, step 2.i, but starting from 7-methoxy-2(1H)-quinolinone (prepared according to WO 2006/134378; 500 mg) and 3-[[(methylsulfonyl)oxy]methyl]-1-pyrrolidinecarboxylic acid tert-butyl ester (797 mg; prepared according to J. Med. Chem. (1999), 42, 677-690), the second eluting compound was isolated as a colourless oil (240 mg; 23% yield). Starting materials: CCOC(=O)c1nc(-c2ccc3c(c2)N(C(C)=O)CCC3)sc1Cl, O=C([O-])[O-], C1COCCO1, COc1ccc(B(O)O)cc1, [Cl-], [Cs+], [Cs+], [Li+], O, c1ccc(P(c2ccccc2)(c2ccccc2)[Pd](P(c2ccccc2)(c2ccccc2)c2ccccc2)(P(c2ccccc2)(c2ccccc2)c2ccccc2)P(c2ccccc2)(c2ccccc2)c2ccccc2)cc1. Yields the product CCOC(=O)c1nc(-c2ccc3c(c2)N(C(C)=O)CCC3)sc1-c1ccc(OC)cc1. Reaction SMILES: [C:1]([CH3:2])(=[O:3])[N:4]1[CH2:5][CH2:6][CH2:7][c:8]2[cH:9][cH:10][c:11](-[c:14]3[s:15][c:16]([Cl:24])[c:17]([C:19](=[O:20])[O:21][CH2:22][CH3:23])[n:18]3)[cH:12][c:13]21.[C:38](=[O:39])([O-:40])[O-:41].[CH2:122]1[O:123][CH2:124][CH2:125][O:126][CH2:127]1.[CH3:25][O:26][c:27]1[cH:28][cH:29][c:30]([B:33]([OH:34])[OH:35])[cH:31][cH:32]1.[Cl-:37].[Cs+:42].[Cs+:43].[Li+:36].[OH2:121].[cH:44]1[cH:45][cH:46][c:47]([P:48]([Pd:49]([P:50]([c:51]2[cH:52][cH:53][cH:54][cH:55][cH:56]2)([c:57]2[cH:58][cH:59][cH:60][cH:61][cH:62]2)[c:63]2[cH:64][cH:65][cH:66][cH:67][cH:68]2)([P:69]([c:70]2[cH:71][cH:72][cH:73][cH:74][cH:75]2)([c:76]2[cH:77][cH:78][cH:79][cH:80][cH:81]2)[c:82]2[cH:83][cH:84][cH:85][cH:86][cH:87]2)[P:88]([c:89]2[cH:90][cH:91][cH:92][cH:93][cH:94]2)([c:95]2[cH:96][cH:97][cH:98][cH:99][cH:100]2)[c:101]2[cH:102][cH:103][cH:104][cH:105][cH:106]2)([c:107]2[cH:108][cH:109][cH:110][cH:111][cH:112]2)[c:113]2[cH:114][cH:115][cH:116][cH:117][cH:118]2)[cH:119][cH:120]1>>[C:1]([CH3:2])(=[O:3])[N:4]1[CH2:5][CH2:6][CH2:7][c:8]2[cH:9][cH:10][c:11](-[c:14]3[s:15][c:16](-[c:30]4[cH:29][cH:28][c:27]([O:26][CH3:25])[cH:32][cH:31]4)[c:17]([C:19](=[O:20])[O:21][CH2:22][CH3:23])[n:18]3)[cH:12][c:13]21.